From a dataset of the Open Reaction Database (ORD), a public repository of structured organic reaction records. describe an organic reaction: reactants, conditions, products, and yield Reactants: C1=CC=CC2=CC3=CC=CC=C3C(=C12)C1=CC=2C3=CC=CC=C3C3=CC=CC=C3C2C=C1 (2-(anthracen-9-yl)triphenylene), BrN1C(CCC1=O)=O (N-bromosuccinimide), S(=S)(=O)([O-])[O-].[Na+].[Na+] (sodium thiosulfate). Reagents/catalysts: II (iodine). Solvent: C1CCOC1 (THF). Reaction conditions: time 5 hour. The product is BrC1=C2C=CC=CC2=C(C2=CC=CC=C12)C1=CC=2C3=CC=CC=C3C3=CC=CC=C3C2C=C1 (2-(10-bromoanthracen-9-yl)triphenylene). Yield: 88.8%. Reaction SMILES: [CH:1]1[C:14]2[C:5](=[CH:6][C:7]3[C:12]([C:13]=2[C:15]2[CH:32]=[CH:31][C:30]4[C:29]5[C:24](=[CH:25][CH:26]=[CH:27][CH:28]=5)[C:23]5[C:18](=[CH:19][CH:20]=[CH:21][CH:22]=5)[C:17]=4[CH:16]=2)=[CH:11][CH:10]=[CH:9][CH:8]=3)[CH:4]=[CH:3][CH:2]=1.[Br:33]N1C(=O)CCC1=O.S([O-])([O-])(=O)=S.[Na+].[Na+]>II.C1COCC1>[Br:33][C:6]1[C:5]2[C:14](=[CH:1][CH:2]=[CH:3][CH:4]=2)[C:13]([C:15]2[CH:32]=[CH:31][C:30]3[C:29]4[C:24](=[CH:25][CH:26]=[CH:27][CH:28]=4)[C:23]4[C:18](=[CH:19][CH:20]=[CH:21][CH:22]=4)[C:17]=3[CH:16]=2)=[C:12]2[C:7]=1[CH:8]=[CH:9][CH:10]=[CH:11]2 |f:2.3.4|. Procedure: Under the nitrogen atmosphere, 2-(anthracen-9-yl)triphenylene (3.3 g) as the eleventh intermediate compound, N-bromosuccinimide (NBS) (1.7 g), iodine (0.1 g) and THF (25 ml) were added to a flask, and stirred at room temperature for 5 hours. An aqueous solution of sodium thiosulfate was added and the reaction was terminated. The precipitates were collected by suction filtration. The obtained solid was washed with methanol and subsequently with heptane and purified by silica gel column chromatogr... The reactants are COC(=O)c1sc(C)cc1C#N, ClC(Cl)(Cl)Cl, O=C1CCC(=O)N1Br. Yields the product COC(=O)c1sc(CBr)cc1C#N. Reaction SMILES: [CH3:1][O:2][C:3](=[O:4])[c:5]1[s:6][c:7]([CH3:12])[cH:8][c:9]1[C:10]#[N:11].[Cl:21][C:22]([Cl:23])([Cl:24])[Cl:25].[O:13]=[C:14]1[N:15]([Br:20])[C:16](=[O:17])[CH2:18][CH2:19]1>>[CH3:1][O:2][C:3](=[O:4])[c:5]1[s:6][c:7]([CH2:12][Br:20])[cH:8][c:9]1[C:10]#[N:11]. The reactants are CCc1cc2c(=O)n(CC(=O)c3ccc(OC)cc3)c(=O)n(Cc3ccc(-c4ccccc4-c4noc(=O)[nH]4)cc3)c2s1, CCO, ClC(Cl)Cl, Cl, Cl, CCON, O, c1ccncc1. The product is CCON=C(Cn1c(=O)c2cc(CC)sc2n(Cc2ccc(-c3ccccc3-c3noc(=O)[nH]3)cc2)c1=O)c1ccc(OC)cc1. Reaction SMILES: [CH2:1]([CH3:2])[c:3]1[cH:4][c:5]2[c:6]([n:7]([CH2:24][c:25]3[cH:26][cH:27][c:28](-[c:31]4[c:32](-[c:37]5[n:38][o:39][c:40](=[O:42])[nH:41]5)[cH:33][cH:34][cH:35][cH:36]4)[cH:29][cH:30]3)[c:8](=[O:23])[n:9]([CH2:12][C:13](=[O:14])[c:15]3[cH:16][cH:17][c:18]([O:21][CH3:22])[cH:19][cH:20]3)[c:10]2=[O:11])[s:43]1.[CH3:61][CH2:62][OH:63].[CH:57]([Cl:58])([Cl:59])[Cl:60].[ClH:44].[ClH:55].[NH2:45][O:46][CH2:47][CH3:48].[OH2:56].[cH:49]1[cH:50][cH:51][n:52][cH:53][cH:54]1>>[CH2:1]([CH3:2])[c:3]1[cH:4][c:5]2[c:6]([n:7]([CH2:24][c:25]3[cH:26][cH:27][c:28](-[c:31]4[c:32](-[c:37]5[n:38][o:39][c:40](=[O:42])[nH:41]5)[cH:33][cH:34][cH:35][cH:36]4)[cH:29][cH:30]3)[c:8](=[O:23])[n:9]([CH2:12][C:13]([c:15]3[cH:16][cH:17][c:18]([O:21][CH3:22])[cH:19][cH:20]3)=[N:45][O:46][CH2:47][CH3:48])[c:10]2=[O:11])[s:43]1. The reactants are N1=CC=CC=C1 (Pyridine), BrBr (Bromine), NC1=CC(N=C(N1)SCC1=CC=CC=C1)=O (6-Amino-2-[(phenylmethyl)thio]-4-(1H)-pyrimidinone), [S-]C#N.[K+] (potassium thiocyanate). The solvent is CN(C=O)C (dimethylformamide), O (water). Conditions: temperature 5 celsius, time 2 hour. Product: NC1=C(C(N=C(N1)SCC1=CC=CC=C1)=O)SC#N (6-Amino-2-[(phenylmethyl)thio]-5-thiocyanato-4-(1H)-pyrimidinone). As a reaction SMILES: [NH2:1][C:2]1[NH:7][C:6]([S:8][CH2:9][C:10]2[CH:15]=[CH:14][CH:13]=[CH:12][CH:11]=2)=[N:5][C:4](=[O:16])[CH:3]=1.[S-:17][C:18]#[N:19].[K+].N1C=CC=CC=1.BrBr>CN(C)C=O.O>[NH2:1][C:2]1[NH:7][C:6]([S:8][CH2:9][C:10]2[CH:11]=[CH:12][CH:13]=[CH:14][CH:15]=2)=[N:5][C:4](=[O:16])[C:3]=1[S:17][C:18]#[N:19] |f:1.2|. Procedure details: 6-Amino-2-[(phenylmethyl)thio]-4-(1H)-pyrimidinone (10.5 g) (prepared as described in WO 96/35678) and potassium thiocyanate (25 g) in dimethylformamide (200 mL) were heated together at 65° C. Pyridine (6.3 mL) was added and the solution cooled to 5° C. Bromine (2.2 mL) was added slowly and the reaction mixture stirred for 2 hours at 5-10° C. The reaction mixture was poured onto ice and water, stirred for 1 hour and the solid was filtered off. After washing with water and ether a pure sample was... As a reaction SMILES: [C:1]([O-:2])([O-:3])=[O:4].[C:21](=[O:22])([OH:23])[OH:24].[C:25](=[O:26])=[O:27].[K+:5].[K+:6].[OH:7][c:8]1[cH:9][cH:10][cH:11][cH:12][cH:13]1.[c:14]1([OH:15])[cH:16][cH:17][cH:18][cH:19][cH:20]1>>[C:1]([OH:2])(=[O:4])[c:9]1[c:8]([OH:7])[cH:13][cH:12][cH:11][cH:10]1. Reactants: O=C([O-])[O-], O=C(O)O, O=C=O, [K+], [K+], Oc1ccccc1, Oc1ccccc1. Yields the product O=C(O)c1ccccc1O. The reactants are BrCc1c(CBr)c2ccccc2c2ccccc12, CN, CO. The product is CN1Cc2c(c3ccccc3c3ccccc23)C1. Reaction SMILES: [Br:1][CH2:2][c:3]1[c:4]2[cH:5][cH:6][cH:7][cH:8][c:9]2[c:10]2[cH:11][cH:12][cH:13][cH:14][c:15]2[c:16]1[CH2:17][Br:18].[CH3:19][NH2:20].[CH3:21][OH:22]>>[CH2:2]1[c:3]2[c:4]3[cH:5][cH:6][cH:7][cH:8][c:9]3[c:10]3[cH:11][cH:12][cH:13][cH:14][c:15]3[c:16]2[CH2:17][N:20]1[CH3:19].